Dataset: the Open Reaction Database (ORD), a public repository of structured organic reaction records. Task: describe an organic reaction: reactants, conditions, products, and yield Starting materials: CNc1nc(N2CCC(C(=O)O)CC2)nc(N2CCN(C)CC2)n1, CCN(C(C)C)C(C)C, NCc1ccc(Cl)cc1Cl, CN(C)C=O. The product is CNc1nc(N2CCC(C(=O)NCc3ccc(Cl)cc3Cl)CC2)nc(N2CCN(C)CC2)n1. RXN SMILES: [CH3:1][NH:2][c:3]1[n:4][c:5]([N:16]2[CH2:17][CH2:18][CH:19]([C:22](=[O:23])[OH:24])[CH2:20][CH2:21]2)[n:6][c:7]([N:9]2[CH2:10][CH2:11][N:12]([CH3:15])[CH2:13][CH2:14]2)[n:8]1.[CH:35]([N:36]([CH:37]([CH3:38])[CH3:39])[CH2:40][CH3:41])([CH3:42])[CH3:43].[Cl:25][c:26]1[c:27]([CH2:33][NH2:34])[cH:28][cH:29][c:30]([Cl:32])[cH:31]1.[O:44]=[CH:45][N:46]([CH3:47])[CH3:48]>>[CH3:1][NH:2][c:3]1[n:4][c:5]([N:16]2[CH2:17][CH2:18][CH:19]([C:22](=[O:24])[NH:34][CH2:33][c:27]3[c:26]([Cl:25])[cH:31][c:30]([Cl:32])[cH:29][cH:28]3)[CH2:20][CH2:21]2)[n:6][c:7]([N:9]2[CH2:10][CH2:11][N:12]([CH3:15])[CH2:13][CH2:14]2)[n:8]1. Starting materials: OC1=CC(OC2=CC=CC=C12)=O (4-hydroxycoumarin), C1(CCCCC1)CC(O)C1=CC=CC=C1 (2-cyclohexyl-1-phenylethanol), B(F)(F)F.CCOCC (boron trifluoride etherate). The solvent is O1CCOCC1 (dioxane). Reaction conditions: time 8 hour. The product is C1(CCCCC1)CC(C1=CC=CC=C1)C=1C(OC2=CC=CC=C2C1O)=O (3-(2-Cyclohexyl-1-phenylethyl)-4-hydroxycoumarin). Isolated yield 7.9%. Reaction SMILES: [OH:1][C:2]1[C:11]2[C:6](=[CH:7][CH:8]=[CH:9][CH:10]=2)[O:5][C:4](=[O:12])[CH:3]=1.[CH:13]1([CH2:19][CH:20]([C:22]2[CH:27]=[CH:26][CH:25]=[CH:24][CH:23]=2)O)[CH2:18][CH2:17][CH2:16][CH2:15][CH2:14]1.B(F)(F)F.CCOCC>O1CCOCC1>[CH:22]1([CH2:20][CH:19]([C:3]2[C:4](=[O:12])[O:5][C:6]3[C:11]([C:2]=2[OH:1])=[CH:10][CH:9]=[CH:8][CH:7]=3)[C:13]2[CH:14]=[CH:15][CH:16]=[CH:17][CH:18]=2)[CH2:27][CH2:26][CH2:25][CH2:24][CH2:23]1 |f:2.3|. Procedure details: To a time-dried flask containing a mixture of 650 mg of 4-hydroxycoumarin and 1.01 g of 2-cyclohexyl-1-phenylethanol of Preparation 19 in 20 mL of dioxane under an argon atmosphere is added 2.5 mL of boron trifluoride etherate. The resulting yellow solution is left to stir at room temperature overnight. The volatiles are removed and the residue is partioned between diethyl ether and 1N sodium hydroxide. The basic aqueous phase is washed with diethyl ether and acidified to pH=l with 6N hydrochlor... Reactants: FC(CNC(=O)C1(C2=CC=CC=C2C=2C=CC=CC12)CCCCBr)(F)F (9-(4-bromo-butyl)-9H-fluorene-9-carboxylic acid-(2,2,2-trifluoro-ethyl)-amide), CC1N(CCNC1)C1=NC2=CC=CC=C2C=C1 (2-[2-methyl-piperazin-1-yl]-quinoline). Yields the product FC(CNC(=O)C1(C2=CC=CC=C2C=2C=CC=CC12)CCCCN1CC(N(CC1)C1=NC2=CC=CC=C2C=C1)C)(F)F (9-{4-[3-methyl-4-quinolin-2-yl-piperazin-1-yl]-butyl}-9H-fluorene-9-carboxylic acid-(2,2,2-trifluoro-ethyl)-amide). RXN SMILES: [F:1][C:2]([F:26])([F:25])[CH2:3][NH:4][C:5]([C:7]1([CH2:20][CH2:21][CH2:22][CH2:23]Br)[C:19]2[CH:18]=[CH:17][CH:16]=[CH:15][C:14]=2[C:13]2[C:8]1=[CH:9][CH:10]=[CH:11][CH:12]=2)=[O:6].[CH3:27][CH:28]1[CH2:33][NH:32][CH2:31][CH2:30][N:29]1[C:34]1[CH:43]=[CH:42][C:41]2[C:36](=[CH:37][CH:38]=[CH:39][CH:40]=2)[N:35]=1>>[F:1][C:2]([F:26])([F:25])[CH2:3][NH:4][C:5]([C:7]1([CH2:20][CH2:21][CH2:22][CH2:23][N:32]2[CH2:31][CH2:30][N:29]([C:34]3[CH:43]=[CH:42][C:41]4[C:36](=[CH:37][CH:38]=[CH:39][CH:40]=4)[N:35]=3)[CH:28]([CH3:27])[CH2:33]2)[C:19]2[CH:18]=[CH:17][CH:16]=[CH:15][C:14]=2[C:13]2[C:8]1=[CH:9][CH:10]=[CH:11][CH:12]=2)=[O:6]. Reported procedure: Prepared analogously to Example 1 from 9-(4-bromo-butyl)-9H-fluorene-9-carboxylic acid-(2,2,2-trifluoro-ethyl)-amide and 2-[2-methyl-piperazin-1-yl]-quinoline